From a dataset of the Open Reaction Database (ORD), a public repository of structured organic reaction records. describe an organic reaction: reactants, conditions, products, and yield Reactants: CO, COC(OC)OC, CC(=O)C(=O)c1ccccc1. Yields the product COC(C)(OC)C(=O)c1ccccc1. Reaction SMILES: [CH3:19][OH:20].[CH3:1][O:2][CH:3]([O:4][CH3:5])[O:6][CH3:7].[c:8]1([C:14]([C:15](=[O:16])[CH3:17])=[O:18])[cH:9][cH:10][cH:11][cH:12][cH:13]1>>[C:3]([O:4][CH3:5])([O:6][CH3:7])([C:14]([c:8]1[cH:9][cH:10][cH:11][cH:12][cH:13]1)=[O:18])[CH3:19]. As a reaction SMILES: [NH2:1][C:2]1[CH:3]=[C:4](O)[CH:5]=[CH:6]C=1.[C:9](=[O:12])([O-])[O-].[Ca+2].[Cl:14][CH2:15][CH:16]=[C:17]([CH3:19])[CH3:18]>CN(C)C=O>[ClH:14].[CH3:18][C:17]([CH3:19])=[CH:16][CH2:15][N:1]([C:2]1[CH:3]=[CH:4][CH:5]=[CH:6][C:9]=1[OH:12])[CH2:15][CH:16]=[C:17]([CH3:19])[CH3:18] |f:1.2,5.6|. Run at temperature 65 celsius. Yields the product Cl.CC(=CCN(CC=C(C)C)C1=C(C=CC=C1)O)C (N,N-Bis(3-methyl-2-buten-1-yl)aminophenol Hydrochloride). Procedure details: To a two-liter four-necked round-bottomed flask equipped with a nitrogen inlet, temperature probe, mechanical stirrer and a 500 mL pressure equalizing dropping funnel with an attached condenser, was added 350 mL of N,N-dimethylformamide (DMF), m-aminophenol (109.1 gm, 1.0 mole) and calcium carbonate (50 gm, 0.5 mole). The mixture was heated with a heating mantle to 65° C. and the addition funnel was charged with 1-chloro-3-methyl2-butene (214 gm, 2.05 mole). The 1-chloro-3-methyl-2-butene was ad... The solvent is CN(C=O)C (N,N-dimethylformamide). The reactants are NC=1C=C(C=CC1)O (m-aminophenol), C([O-])([O-])=O.[Ca+2] (calcium carbonate), ClCC=C(C)C (1-chloro-3-methyl-2-butene), ClCC=C(C)C (1-chloro-3-methyl2-butene). Starting materials: BrC1=C(C(=CC=C1)Br)C (1,3-dibromo-2-methylbenzene), C(=O)=O (dry ice). Run in C1CCOC1 (THF), [Li]C(C)(C)C (t-BuLi). Reaction conditions: time 2 hour. Product: BrC=1C(=C(C(=O)O)C=CC1)C (3-Bromo-2-methylbenzoic Acid). Yield: 63.4%. RXN SMILES: Br[C:2]1[CH:7]=[CH:6][CH:5]=[C:4]([Br:8])[C:3]=1[CH3:9].[C:10](=[O:12])=[O:11]>C1COCC1.[Li]C(C)(C)C>[Br:8][C:4]1[C:3]([CH3:9])=[C:2]([CH:7]=[CH:6][CH:5]=1)[C:10]([OH:12])=[O:11]. Procedure: To a solution of 1,3-dibromo-2-methylbenzene (6.57 g) in dry THF (100 mL), t-BuLi solution (1.5 M in pentane, 17 mL) was added dropwise at −80° C. After addition, the reaction mixture was stirred between −76˜−78° C. for 2 h. After the mixture was cooled to below −80° C., dry ice was added, and then warmed to room temperature naturally. Solvent was removed, 5% NaOH solution (40 mL) was added, washed with CH2Cl2 (10 mL×2). Then the aqueous layer was acidified with concentrated HCl to pH=1, extract... Starting materials: C1CCOC1, Cl, CC(=O)Nc1nc(COc2ccccc2)cs1. Product: Nc1nc(COc2ccccc2)cs1. RXN SMILES: [CH2:19]1[O:20][CH2:21][CH2:22][CH2:23]1.[ClH:18].[O:1]([c:2]1[cH:3][cH:4][cH:5][cH:6][cH:7]1)[CH2:8][c:9]1[n:10][c:11]([NH:14][C:15](=[O:16])[CH3:17])[s:12][cH:13]1>>[O:1]([c:2]1[cH:3][cH:4][cH:5][cH:6][cH:7]1)[CH2:8][c:9]1[n:10][c:11]([NH2:14])[s:12][cH:13]1.